Dataset: the Open Reaction Database (ORD), a public repository of structured organic reaction records. Task: describe an organic reaction: reactants, conditions, products, and yield Reactants: Clc1ccnc2ccc(Br)cc12, [Li]CCCC, C1CCOC1, CN(C)C=O, [Cl-], [NH4+]. Yields the product O=Cc1ccc2nccc(Cl)c2c1. RXN SMILES: [Br:1][c:2]1[cH:3][c:4]2[c:5]([Cl:12])[cH:6][cH:7][n:8][c:9]2[cH:10][cH:11]1.[CH2:13]([Li:14])[CH2:15][CH2:16][CH3:17].[CH2:23]1[O:24][CH2:25][CH2:26][CH2:27]1.[CH3:18][N:19]([CH:20]=[O:21])[CH3:22].[Cl-:28].[NH4+:29]>>[c:2]1([CH:20]=[O:21])[cH:3][c:4]2[c:5]([Cl:12])[cH:6][cH:7][n:8][c:9]2[cH:10][cH:11]1. Starting materials: O=C(C(C(=O)OCC1=CC=CC=C1)CC1=CC(=CC=C1)OC(C(F)F)(F)F)C1=CC=C(C=C1)OC1=NC=CC=C1 (benzyl 3-oxo-3-[4-(pyridin-2-yloxy)phenyl]-2-[3-(1,1,2,2-tetrafluoroethoxy)benzyl]propanoate), C(O)([O-])=O.[Na+] (sodium hydrogen carbonate), Cl (hydrochloric acid), [BH4-].[Na+] (sodium borohydride). The reagents and catalysts are [Cl-].[Zn+2].[Cl-] (zinc chloride). Run in C(C)OCC (diethyl ether), O (water), C(C)OCC (diethyl ether). Run at time 30 minute. The product is OC(C(C(=O)OCC1=CC=CC=C1)CC1=CC(=CC=C1)OC(C(F)F)(F)F)C1=CC=C(C=C1)OC1=NC=CC=C1 (benzyl (2RS,3RS)-3-hydroxy-3-[4-(pyridin-2-yloxy)phenyl]-2-[3-(1,1,2,2-tetrafluoroethoxy)benzyl]propanoate). RXN SMILES: [BH4-].[Na+].[O:3]=[C:4]([C:30]1[CH:35]=[CH:34][C:33]([O:36][C:37]2[CH:42]=[CH:41][CH:40]=[CH:39][N:38]=2)=[CH:32][CH:31]=1)[CH:5]([CH2:16][C:17]1[CH:22]=[CH:21][CH:20]=[C:19]([O:23][C:24]([F:29])([F:28])[CH:25]([F:27])[F:26])[CH:18]=1)[C:6]([O:8][CH2:9][C:10]1[CH:15]=[CH:14][CH:13]=[CH:12][CH:11]=1)=[O:7].Cl.C(=O)([O-])O.[Na+]>C(OCC)C.[Cl-].[Zn+2].[Cl-].O>[OH:3][CH:4]([C:30]1[CH:31]=[CH:32][C:33]([O:36][C:37]2[CH:42]=[CH:41][CH:40]=[CH:39][N:38]=2)=[CH:34][CH:35]=1)[CH:5]([CH2:16][C:17]1[CH:22]=[CH:21][CH:20]=[C:19]([O:23][C:24]([F:29])([F:28])[CH:25]([F:27])[F:26])[CH:18]=1)[C:6]([O:8][CH2:9][C:10]1[CH:15]=[CH:14][CH:13]=[CH:12][CH:11]=1)=[O:7] |f:0.1,4.5,7.8.9|. Reported procedure: To a solution of zinc chloride (3.19 g, 23.4 mmol) in diethyl ether (100 ml) was added sodium borohydride (1.77 g, 67.1 mmol), and the mixture was stirred at room temperature for 30 min. Insoluble material was filtered off, and to the filtrate was added a solution of benzyl 3-oxo-3-[4-(pyridin-2-yloxy)phenyl]-2-[3-(1,1,2,2-tetrafluoroethoxy)benzyl]propanoate (6.5 g, 11.7 mmol) in diethyl ether (50 ml) at 0° C. The mixture was stirred for 30 min. and 1N hydrochloric acid was added to stop the rea... The reactants are C1=CC=C(C=C1)P(C2=CC=CC=C2)C3=CC=CC=C3 (Ph3P), C(#N)C1=CC=C(C=C1)CCCC[C@H]1C[C@@H](CC(O1)=O)C=C (trans-6-[4-(4-cyanophenyl)butyl)-4-ethenyl-3,4,5,6-tetrahydro-2H-pyran-2-one), [OH-].[Na+] (NaOH), N(=NC(=O)OCC)C(=O)OCC (diethyl azodicarboxylate). The solvent is C1CCOC1 (THF), CO.C1CCOC1 (MeOH THF), CCOC(=O)C.CCCCCC (EtOAc hexane), O (water). Reaction conditions: time 1.5 hour. Product: C(#N)C1=CC=C(C=C1)CCCC[C@@H]1C[C@@H](CC(O1)=O)C=C (cis-6-[4-(4-cyanophenyl)butyl]-4 ethenyl-3,4,5,6-tetrahydro-2H-pyran-2-one). Isolated yield 67.7%. Reaction SMILES: [C:1]([C:3]1[CH:8]=[CH:7][C:6]([CH2:9][CH2:10][CH2:11][CH2:12][C@@H:13]2[O:18][C:17](=[O:19])[CH2:16][C@@H:15]([CH:20]=[CH2:21])[CH2:14]2)=[CH:5][CH:4]=1)#[N:2].[OH-].[Na+].C1C=CC(P(C2C=CC=CC=2)C2C=CC=CC=2)=CC=1.N(C(OCC)=O)=NC(OCC)=O>CO.C1COCC1.O.C1COCC1.CCOC(C)=O.CCCCCC>[C:1]([C:3]1[CH:8]=[CH:7][C:6]([CH2:9][CH2:10][CH2:11][CH2:12][C@H:13]2[O:18][C:17](=[O:19])[CH2:16][C@@H:15]([CH:20]=[CH2:21])[CH2:14]2)=[CH:5][CH:4]=1)#[N:2] |f:1.2,5.6,9.10|. Procedure details: To a solution of the product of step B (1.52 g, 5.47 mmol) in 15 mL of MeOH:THF (2:1) was added 1H NaOH (5.9 mL, 5.9 mmol) and the reaction stirred at room temperature for 1.5 hours. The reaction was diluted with water and washed with Et2O. The aqueous phase was acidified with 1H NaHSO4, extracted with EtOAc, dried (MgSO4), filtered and evaporated under reduced pressure. The residue and Ph3P (1.86 g, 7.11 mmol) was immediately dissolved in dry THF (20 mL) and cooled to -40° C. Neat diethyl azodi... The reactants are O=C([O-])[O-], CC(C)(C)OC(=O)NCCCBr, CCOc1cc(C)c(-c2cc(Sc3cccc(O)c3)nc(N)n2)cc1C(=O)OC, CN(C)C=O, CCOC(C)=O, [Cs+], [Cs+]. Yields the product CCOc1cc(C)c(-c2cc(Sc3cccc(OCCCNC(=O)OC(C)(C)C)c3)nc(N)n2)cc1C(=O)OC. RXN SMILES: [C:30](=[O:31])([O-:32])[O-:33].[C:41]([CH3:42])([CH3:43])([CH3:44])[O:45][C:46]([NH:47][CH2:48][CH2:49][CH2:50][Br:51])=[O:52].[CH3:1][O:2][C:3]([c:4]1[c:5]([O:26][CH2:27][CH3:28])[cH:6][c:7]([CH3:25])[c:8](-[c:10]2[n:11][c:12]([NH2:24])[n:13][c:14]([S:16][c:17]3[cH:18][c:19]([OH:23])[cH:20][cH:21][cH:22]3)[cH:15]2)[cH:9]1)=[O:29].[CH3:36][N:37]([CH3:38])[CH:39]=[O:40].[CH3:53][CH2:54][O:55][C:56](=[O:57])[CH3:58].[Cs+:34].[Cs+:35]>>[CH3:1][O:2][C:3]([c:4]1[c:5]([O:26][CH2:27][CH3:28])[cH:6][c:7]([CH3:25])[c:8](-[c:10]2[n:11][c:12]([NH2:24])[n:13][c:14]([S:16][c:17]3[cH:18][c:19]([O:23][CH2:50][CH2:49][CH2:48][NH:47][C:46]([O:45][C:41]([CH3:42])([CH3:43])[CH3:44])=[O:52])[cH:20][cH:21][cH:22]3)[cH:15]2)[cH:9]1)=[O:29].